Dataset: the Open Reaction Database (ORD), a public repository of structured organic reaction records. Task: describe an organic reaction: reactants, conditions, products, and yield The reactants are CC(=O)OC1CCC(c2ccc(Br)cc2)C1, CCO, [Na+], [OH-]. Product: OC1CCC(c2ccc(Br)cc2)C1. Reaction SMILES: [C:1](=[O:2])([CH3:3])[O:4][CH:5]1[CH2:6][CH:7]([c:10]2[cH:11][cH:12][c:13]([Br:16])[cH:14][cH:15]2)[CH2:8][CH2:9]1.[CH3:19][CH2:20][OH:21].[Na+:18].[OH-:17]>>[OH:4][CH:5]1[CH2:6][CH:7]([c:10]2[cH:11][cH:12][c:13]([Br:16])[cH:14][cH:15]2)[CH2:8][CH2:9]1. Starting materials: BrC1=CC=C(CC=2OC(=C(C2C(=O)C2=CC(=C(C(=C2)C(C)C)OC)C(C)C)C)C)C=C1 ([2-(4-bromo-benzyl)-4,5-dimethyl-furan-3-yl]-(3,5-diisopropyl-4-methoxy-phenyl)-methanone), B(Br)(Br)Br.C(Cl)Cl (boron tribromide CH2Cl2). Solvent: C(Cl)Cl (CH2Cl2). Yields the product BrC1=CC=C(CC=2OC(=C(C2C(=O)C2=CC(=C(C(=C2)C(C)C)O)C(C)C)C)C)C=C1 ([2-(4-Bromo-benzyl)-4,5-dimethyl-furan-3-yl]-(3,5-diisopropyl-4-hydroxy-phenyl)-methanone). Isolated yield 87.9%. As a reaction SMILES: [Br:1][C:2]1[CH:31]=[CH:30][C:5]([CH2:6][C:7]2[O:8][C:9]([CH3:29])=[C:10]([CH3:28])[C:11]=2[C:12]([C:14]2[CH:19]=[C:18]([CH:20]([CH3:22])[CH3:21])[C:17]([O:23]C)=[C:16]([CH:25]([CH3:27])[CH3:26])[CH:15]=2)=[O:13])=[CH:4][CH:3]=1.B(Br)(Br)Br.C(Cl)Cl>C(Cl)Cl>[Br:1][C:2]1[CH:31]=[CH:30][C:5]([CH2:6][C:7]2[O:8][C:9]([CH3:29])=[C:10]([CH3:28])[C:11]=2[C:12]([C:14]2[CH:19]=[C:18]([CH:20]([CH3:22])[CH3:21])[C:17]([OH:23])=[C:16]([CH:25]([CH3:26])[CH3:27])[CH:15]=2)=[O:13])=[CH:4][CH:3]=1 |f:1.2|. Reported procedure: The title compound was prepared according to the procedure in Example 5, step 3 using [2-(4-bromo-benzyl)-4,5-dimethyl-furan-3-yl]-(3,5-diisopropyl-4-methoxy-phenyl)-methanone (1.61 g, 3.32 mmol) and 1M boron tribromide/CH2Cl2 (6.97 mL) in CH2Cl2. Purification on Biotage KP-Sil eluting with 15% acetone/hexane gave 1.37 g (88%) of the title compound. 1H NMR (DMSO-d6) δ1.12 (d, 12H), 1.78 (s, 3H), 2.17 (s, 3H), 3.30 (septet, 2H), 3.81 (s, 2H), 7.01 (dd, 2H), 7.40 (s, 2H), 7.42 (d, 2H), 9.10 (s, 1H... Reactants: product A, CCCCCCCCCCCCCCCCCC(=O)OCC(COC(=O)CCCCCCCCCCCCCCCCC)OC(=O)CCCCCCCCCCCCCCCCC (stearin). Solvent: CC(=O)C (acetone). Product: CCCCCCCC/C=C\CCCCCCCC(=O)OCC(OC(=O)CCCCCCC/C=C\CCCCCCCC)COC(=O)CCCCCCC/C=C\CCCCCCCC (olein), ( B ). Yield: 73.0%. RXN SMILES: [CH3:1][CH2:2][CH2:3][CH2:4][CH2:5][CH2:6][CH2:7][CH2:8][CH2:9][CH2:10][CH2:11][CH2:12][CH2:13][CH2:14][CH2:15][CH2:16][CH2:17][C:18]([O:20][CH2:21][CH:22]([O:44][C:45]([CH2:47][CH2:48][CH2:49][CH2:50][CH2:51][CH2:52][CH2:53][CH2:54][CH2:55][CH2:56][CH2:57][CH2:58][CH2:59][CH2:60][CH2:61][CH2:62][CH3:63])=[O:46])[CH2:23][O:24][C:25]([CH2:27][CH2:28][CH2:29][CH2:30][CH2:31][CH2:32][CH2:33][CH2:34][CH2:35][CH2:36][CH2:37][CH2:38][CH2:39][CH2:40][CH2:41][CH2:42][CH3:43])=[O:26])=[O:19]>CC(C)=O>[CH3:43][CH2:42][CH2:41][CH2:40][CH2:39][CH2:38][CH2:37][CH2:36]/[CH:35]=[CH:34]\[CH2:33][CH2:32][CH2:31][CH2:30][CH2:29][CH2:28][CH2:27][C:25]([O:24][CH2:23][CH:22]([CH2:21][O:20][C:18]([CH2:17][CH2:16][CH2:15][CH2:14][CH2:13][CH2:12][CH2:11]/[CH:10]=[CH:9]\[CH2:8][CH2:7][CH2:6][CH2:5][CH2:4][CH2:3][CH2:2][CH3:1])=[O:19])[O:44][C:45]([CH2:47][CH2:48][CH2:49][CH2:50][CH2:51][CH2:52][CH2:53]/[CH:54]=[CH:55]\[CH2:56][CH2:57][CH2:58][CH2:59][CH2:60][CH2:61][CH2:62][CH3:63])=[O:46])=[O:26]. Procedure details: The saturated product A was fractionated in acetone, during which a stearin fraction was removed and an olein fraction (B) was obtained in a yield of 73%. The reactants are COC1=C(CN(C(COC2=CC=C(C=C2)C[C@@H](C(=O)OCC)OCC)=O)CCCCCCC)C=CC=C1OC (ethyl(2S)-3-(4-{2-[(2,3-dimethoxybenzyl)(heptyl)amino]-2-oxoethoxy}phenyl)-2-ethoxypropanoate), [Li+].[OH-] (LiOH), Cl (HCl). Solvent: C(C)#N (acetonitrile). Reaction conditions: time 8 hour. Product: COC1=C(CN(C(COC2=CC=C(C=C2)C[C@@H](C(=O)O)OCC)=O)CCCCCCC)C=CC=C1OC ((2S)-3-(4-{2-[(2,3-Dimethoxybenzyl)(heptyl)amino]-2-oxoethoxy}phenyl)-2-ethoxypropanoic acid). The yield is 98.1%. As a reaction SMILES: [CH3:1][O:2][C:3]1[C:37]([O:38][CH3:39])=[CH:36][CH:35]=[CH:34][C:4]=1[CH2:5][N:6]([CH2:27][CH2:28][CH2:29][CH2:30][CH2:31][CH2:32][CH3:33])[C:7](=[O:26])[CH2:8][O:9][C:10]1[CH:15]=[CH:14][C:13]([CH2:16][C@H:17]([O:23][CH2:24][CH3:25])[C:18]([O:20]CC)=[O:19])=[CH:12][CH:11]=1.[Li+].[OH-].Cl>C(#N)C>[CH3:1][O:2][C:3]1[C:37]([O:38][CH3:39])=[CH:36][CH:35]=[CH:34][C:4]=1[CH2:5][N:6]([CH2:27][CH2:28][CH2:29][CH2:30][CH2:31][CH2:32][CH3:33])[C:7](=[O:26])[CH2:8][O:9][C:10]1[CH:11]=[CH:12][C:13]([CH2:16][C@H:17]([O:23][CH2:24][CH3:25])[C:18]([OH:20])=[O:19])=[CH:14][CH:15]=1 |f:1.2|. Procedure details: To a solution of ethyl(2S)-3-(4-{2-[(2,3-dimethoxybenzyl)(heptyl)amino]-2-oxoethoxy}phenyl)-2-ethoxypropanoate (1.40 g, 2.55 mmol) in acetonitrile (100 mL) was added aqueous 0.10 M LiOH (50 mL) and the reaction mixture was stirred at room temperature overnight. The solvent volume was reduced in vacuo and the remaining aqueous phase was acidified with 5% HCl and extracted with ethyl acetate (3×100 mL). The combined organic phase was washed with brine (75 mL), dried over Na2SO4, and concentrated i...